Dataset: the Open Reaction Database (ORD), a public repository of structured organic reaction records. Task: describe an organic reaction: reactants, conditions, products, and yield The reactants are COc1cc(C=O)cc(OC)c1OC, CC1=C(CC(=O)O)c2cc(F)ccc2C1. The product is COc1cc(C=C2C(C)=C(CC(=O)O)c3cc(F)ccc32)cc(OC)c1OC. RXN SMILES: [CH3:16][O:17][c:18]1[cH:19][c:20]([CH:21]=[O:22])[cH:23][c:24]([O:28][CH3:29])[c:25]1[O:26][CH3:27].[F:1][c:2]1[cH:3][c:4]2[c:8]([cH:9][cH:10]1)[CH2:7][C:6]([CH3:11])=[C:5]2[CH2:12][C:13](=[O:14])[OH:15]>>[F:1][c:2]1[cH:3][c:4]2[c:8]([cH:9][cH:10]1)[C:7](=[CH:21][c:20]1[cH:19][c:18]([O:17][CH3:16])[c:25]([O:26][CH3:27])[c:24]([O:28][CH3:29])[cH:23]1)[C:6]([CH3:11])=[C:5]2[CH2:12][C:13](=[O:14])[OH:15]. The reactants are C(C)(C)(C)OC(NC1=C(C=CC=C1)NC(=O)C1=CC2=C(S1)C=CC(=C2)O)=O ({2-[(5-Hydroxy-benzo[b]thiophene-2-carbonyl)-amino]-phenyl}-carbamic acid tert-butyl ester), C([O-])([O-])=O.[K+].[K+] (potassium carbonate), Cl.ClCCN(C)C ((2-chloro-ethyl)-dimethyl-amine hydrochloride). Solvent: C(C)(=O)OCC (ethyl acetate), [Cl-].[Na+].O (brine). Product: C(C)(C)(C)OC(NC1=C(C=CC=C1)NC(=O)C1=CC2=C(S1)C=CC(=C2)OCCN(C)C)=O ((2-{[5-(2-Dimethylamino-ethoxy)-benzo[b]thiophene-2-carbonyl]-amino}-phenyl)-carbamic acid tert-butyl ester). The yield is 79.0%. As a reaction SMILES: [C:1]([O:5][C:6](=[O:27])[NH:7][C:8]1[CH:13]=[CH:12][CH:11]=[CH:10][C:9]=1[NH:14][C:15]([C:17]1[S:21][C:20]2[CH:22]=[CH:23][C:24]([OH:26])=[CH:25][C:19]=2[CH:18]=1)=[O:16])([CH3:4])([CH3:3])[CH3:2].C(=O)([O-])[O-].[K+].[K+].Cl.Cl[CH2:36][CH2:37][N:38]([CH3:40])[CH3:39]>C(OCC)(=O)C.[Cl-].[Na+].O>[C:1]([O:5][C:6](=[O:27])[NH:7][C:8]1[CH:13]=[CH:12][CH:11]=[CH:10][C:9]=1[NH:14][C:15]([C:17]1[S:21][C:20]2[CH:22]=[CH:23][C:24]([O:26][CH2:36][CH2:37][N:38]([CH3:40])[CH3:39])=[CH:25][C:19]=2[CH:18]=1)=[O:16])([CH3:4])([CH3:2])[CH3:3] |f:1.2.3,4.5,7.8.9|. Procedure: To a solution of 77 mg (0.20 mmol) {2-[(5-Hydroxy-benzo[b]thiophene-2-carbonyl)-amino]-phenyl}-carbamic acid tert-butyl ester (4) in 3 ml ethyl acetate was added 120 mg potassium carbonate and 36 mg (0.25 mmol) (2-chloro-ethyl)-dimethyl-amine hydrochloride. The reaction mixture was heated at reflux for 16 h and poured into brine. The aqueous phase was extracted with ethyl acetate and the organic phase was dried over sodium sulfate, the solvent was evaporated and the residue subjected to silica g... The reactants are C(C)OC(=O)C=1N=CN(C1S)C=1SC=C(N1)C (4-ethoxycarbonyl-1-(4-methylthiazol-2-yl)imidazole-5-thiol), CN(C=O)C (dimethylformamide), C([O-])([O-])=O.[K+].[K+] (potassium carbonate), C(C1=CC=CC=C1)Cl (benzyl chloride). Run in C(C)#N (acetonitrile). Run at time 2 hour. Yields the product C(C1=CC=CC=C1)SC1=C(N=CN1C=1SC=C(N1)C)C(=O)OCC (5-benzylthio-4-ethoxycarbonyl-1-(4-methylthiazol-2-yl)imidazole). As a reaction SMILES: [CH2:1]([O:3][C:4]([C:6]1[N:7]=[CH:8][N:9]([C:12]2[S:13][CH:14]=[C:15]([CH3:17])[N:16]=2)[C:10]=1[SH:11])=[O:5])[CH3:2].C(=O)([O-])[O-].[K+].[K+].[CH2:24](Cl)[C:25]1[CH:30]=[CH:29][CH:28]=[CH:27][CH:26]=1.CN(C)C=O>C(#N)C>[CH2:24]([S:11][C:10]1[N:9]([C:12]2[S:13][CH:14]=[C:15]([CH3:17])[N:16]=2)[CH:8]=[N:7][C:6]=1[C:4]([O:3][CH2:1][CH3:2])=[O:5])[C:25]1[CH:30]=[CH:29][CH:28]=[CH:27][CH:26]=1 |f:1.2.3|. Reported procedure: A mixture consisting of 4.2 g of 4-ethoxycarbonyl-1-(4-methylthiazol-2-yl)imidazole-5-thiol, 3.2 g of anhydrous potassium carbonate, 2.2 g of benzyl chloride, 20 ml of dimethylformamide and 100 ml of acetonitrile was stirred at room temperature for 2 hours. After the reaction, solid materials were separated by filtration, and the filtrate was condensed under reduced pressure to obtain crude 5-benzylthio-4-ethoxycarbonyl-1-(4-methylthiazol-2-yl)imidazole as oily product. The resulting oily produc... Starting materials: CC(C)=O, CCOCC, COc1ccc(Cl)cc1C(=O)Cl, [K+], C1CCOC1, N#C[S-]. Yields the product COc1ccc(Cl)cc1C(=O)N=C=S. As a reaction SMILES: [CH3:17][C:18](=[O:19])[CH3:20].[CH3:26][CH2:27][O:28][CH2:29][CH3:30].[Cl:1][c:2]1[cH:3][cH:4][c:5]([O:11][CH3:12])[c:6]([C:7](=[O:8])[Cl:9])[cH:10]1.[K+:16].[O:21]1[CH2:22][CH2:23][CH2:24][CH2:25]1.[S-:13][C:14]#[N:15]>>[Cl:1][c:2]1[cH:3][cH:4][c:5]([O:11][CH3:12])[c:6]([C:7](=[O:8])[N:15]=[C:14]=[S:13])[cH:10]1. Reactants: S(O)(O)(=O)=O (sulfuric acid), [H-].C(C(C)C)[Al+]CC(C)C (diisobutylaluminum hydride), C1(=CC=CC=C1)C1(C(C1)C#N)C1=CC=CC=C1 (2,2-diphenylcyclopropanecarbonitrile). The solvent is CCCCCC (hexane), C1(=CC=CC=C1)C (toluene). Reaction conditions: temperature -40 celsius, time 1 hour. Product: C1(=CC=CC=C1)C1(C(C1)C=O)C1=CC=CC=C1 (2,2-diphenylcyclopropanecarboxaldehyde). As a reaction SMILES: [H-].C([Al+]CC(C)C)C(C)C.[C:11]1([C:17]2([C:22]3[CH:27]=[CH:26][CH:25]=[CH:24][CH:23]=3)[CH2:19][CH:18]2[C:20]#N)[CH:16]=[CH:15][CH:14]=[CH:13][CH:12]=1.S(=O)(=O)(O)[OH:29]>CCCCCC.C1(C)C=CC=CC=1>[C:11]1([C:17]2([C:22]3[CH:27]=[CH:26][CH:25]=[CH:24][CH:23]=3)[CH2:19][CH:18]2[CH:20]=[O:29])[CH:16]=[CH:15][CH:14]=[CH:13][CH:12]=1 |f:0.1|. Procedure details: A solution of diisobutylaluminum hydride in hexane (25%; 212 mL) was added over 30 minutes to a solution of 2,2-diphenylcyclopropanecarbonitrile (45.4 g) in dry toluene (400 mL) maintained at -40° C. during the addition. After the reaction had been stirred at room temperature for 1 hour, it was rechilled to 0°-5° C. and 2N sulfuric acid (400 mL) was added dropwise. The two phase system was stirred at ambient temperature for 1 hours then the layers were separated and the aqueous phase was extract... Reactants: ClCCl, CC1CC2=CC(=O)CCC2(O)C2CCC3(C)C(=O)CCC3C12, O=S(=O)(O)O. The product is CC1CC2=CC(=O)CCC2=C2CCC3(C)C(=O)CCC3C21. Reaction SMILES: [CH2:28]([Cl:29])[Cl:30].[OH:6][C:7]12[CH2:8][CH2:9][C:10](=[O:27])[CH:11]=[C:12]1[CH2:13][CH:14]([CH3:26])[CH:15]1[CH:16]3[CH2:17][CH2:18][C:19](=[O:25])[C:20]3([CH3:21])[CH2:22][CH2:23][CH:24]21.[S:1](=[O:2])(=[O:3])([OH:4])[OH:5]>>[C:7]12=[C:24]3[CH:15]([CH:14]([CH3:26])[CH2:13][C:12]1=[CH:11][C:10](=[O:27])[CH2:9][CH2:8]2)[CH:16]1[CH2:17][CH2:18][C:19](=[O:25])[C:20]1([CH3:21])[CH2:22][CH2:23]3.